Dataset: the Open Reaction Database (ORD), a public repository of structured organic reaction records. Task: describe an organic reaction: reactants, conditions, products, and yield The reactants are COC1=CC=C(C=C1)O (4-methoxyphenol), C([O-])([O-])=O.[K+].[K+] (potassium carbonate), ClCCCCCCO (6-chlorohexanol). The solvent is CS(=O)C (DMSO). The product is OCCCCCCOC1=CC=C(C=C1)OC (4-(6-Hydroxyhexyloxy)anisole). Reaction SMILES: [CH3:1][O:2][C:3]1[CH:8]=[CH:7][C:6]([OH:9])=[CH:5][CH:4]=1.[C:10](=O)([O-])[O-].[K+].[K+].ClC[CH2:18][CH2:19][CH2:20][CH2:21][CH2:22][OH:23]>CS(C)=O>[OH:23][CH2:22][CH2:21][CH2:20][CH2:19][CH2:18][CH2:1][O:2][C:3]1[CH:8]=[CH:7][C:6]([O:9][CH3:10])=[CH:5][CH:4]=1 |f:1.2.3|. Reported procedure: A mixture of 4-methoxyphenol (8.7 g), potassium carbonate (9.7 g), 6-chlorohexanol (9.55 g) and DMSO (80 ml) is heated at 120° for 18 hr. Most all of the DMSO is removed at reduced pressure and the residue distributed between ether (400 ml) and water (400 ml). The ether phase is washed with water, saline, dried over sodium sulfate and the solvent removed at reduced pressure to give a residue which is crystallized from ether to give the title compound, m.p. 63°-64°; MS (m/e) 224 (M+). Reactants: NCC=CCOc1cc(CN2CCCCC2)ccn1, O=C(O)c1ccsc1. The product is O=C(NCC=CCOc1cc(CN2CCCCC2)ccn1)c1ccsc1. Reaction SMILES: [N:1]1([CH2:7][c:8]2[cH:9][c:10]([O:14][CH2:15][CH:16]=[CH:17][CH2:18][NH2:19])[n:11][cH:12][cH:13]2)[CH2:2][CH2:3][CH2:4][CH2:5][CH2:6]1.[s:20]1[cH:21][c:22]([C:25](=[O:26])[OH:27])[cH:23][cH:24]1>>[N:1]1([CH2:7][c:8]2[cH:9][c:10]([O:14][CH2:15][CH:16]=[CH:17][CH2:18][NH:19][C:25]([c:22]3[cH:21][s:20][cH:24][cH:23]3)=[O:26])[n:11][cH:12][cH:13]2)[CH2:2][CH2:3][CH2:4][CH2:5][CH2:6]1. Starting materials: ClC=1C=C(CN2N=C(C3=CC(=CC=C23)OCCOS(=O)(=O)C2=CC=C(C=C2)C)S(=O)(=O)C2=CC=CC3=CC=CC=C23)C=CC1 (toluene-4-sulfonic acid 2-[1-(3-chloro-benzyl)-3-(naphthalene-1-sulfonyl)-1H-indazol-5-yloxy]-ethyl ester), C1CCOC1 (THF), CNC (dimethylamine). The product is ClC=1C=C(CN2N=C(C3=CC(=CC=C23)OCCN(C)C)S(=O)(=O)C2=CC=CC3=CC=CC=C23)C=CC1 ({2-[1-(3-chloro-benzyl)-3-(naphthalene-1-sulfonyl)-1H-indazol-5-yloxy]-ethyl}-dimethyl-amine). Isolated yield 94.6%. As a reaction SMILES: [Cl:1][C:2]1[CH:3]=[C:4]([CH:42]=[CH:43][CH:44]=1)[CH2:5][N:6]1[C:14]2[C:9](=[CH:10]C(OCCOS(C3C=CC(C)=CC=3)(=O)=O)=C[CH:13]=2)[C:8]([S:29]([C:32]2[C:41]3[C:36](=[CH:37][CH:38]=[CH:39][CH:40]=3)[CH:35]=[CH:34][CH:33]=2)(=[O:31])=[O:30])=[N:7]1.[CH2:45]1[CH2:49][O:48][CH2:47][CH2:46]1.[CH3:50][NH:51][CH3:52]>>[Cl:1][C:2]1[CH:3]=[C:4]([CH:42]=[CH:43][CH:44]=1)[CH2:5][N:6]1[C:14]2[C:9](=[CH:10][C:47]([O:48][CH2:49][CH2:45][N:51]([CH3:52])[CH3:50])=[CH:46][CH:13]=2)[C:8]([S:29]([C:32]2[C:41]3[C:36](=[CH:37][CH:38]=[CH:39][CH:40]=3)[CH:35]=[CH:34][CH:33]=2)(=[O:31])=[O:30])=[N:7]1. Procedure details: A solution of toluene-4-sulfonic acid 2-[1-(3-chloro-benzyl)-3-(naphthalene-1-sulfonyl)-1H-indazol-5-yloxy]-ethyl ester (0.344 g, 0.532 mmol) in 2.0 M dimethylamine in THF (8.0 mL, 16.0 mmol) was stirred at 70° C. in a sealed tube for 2 hours. After cooling to ambient temperature, the reaction mixture was solvent evaporated. It was partitioned with ethyl acetate and aqueous sodium bicarbonate. The organic phase was washed with brine, dried with anhydrous magnesium sulfate, filtered and concentra... The reactants are O=C(CBr)c1cccc(Br)n1, CN(C)C=O, CCOC(C)=O, O=N[O-], [Na+]. Product: O=C(CO)c1cccc(Br)n1. RXN SMILES: [Br:1][CH2:2][C:3](=[O:4])[c:5]1[n:6][c:7]([Br:11])[cH:8][cH:9][cH:10]1.[CH3:16][N:17]([CH3:18])[CH:19]=[O:20].[CH3:21][CH2:22][O:23][C:24](=[O:25])[CH3:26].[N:12](=[O:13])[O-:14].[Na+:15]>>[CH2:2]([C:3](=[O:4])[c:5]1[n:6][c:7]([Br:11])[cH:8][cH:9][cH:10]1)[OH:13]. The reactants are OC1=CC=C(C=C1)C(=O)C1=CC(=CC=C1)[N+](=O)[O-] (4-hydroxyphenyl 3-nitrophenyl methanone), CN(C(=S)Cl)C (dimethylthiocarbamoyl chloride). Yields the product CN(C(OC1=CC=C(C=C1)C(C1=CC(=CC=C1)[N+](=O)[O-])=O)=S)C (O-4-(3-nitrobenzoyl)phenyl dimethylthiocarbamate). Yield: 83.8%. Reaction SMILES: [OH:1][C:2]1[CH:7]=[CH:6][C:5]([C:8]([C:10]2[CH:15]=[CH:14][CH:13]=[C:12]([N+:16]([O-:18])=[O:17])[CH:11]=2)=[O:9])=[CH:4][CH:3]=1.[CH3:19][N:20]([CH3:24])[C:21](Cl)=[S:22]>>[CH3:19][N:20]([CH3:24])[C:21](=[S:22])[O:1][C:2]1[CH:7]=[CH:6][C:5]([C:8](=[O:9])[C:10]2[CH:15]=[CH:14][CH:13]=[C:12]([N+:16]([O-:18])=[O:17])[CH:11]=2)=[CH:4][CH:3]=1. Procedure details: Following the procedure described in Preparation I and starting from 18 g (0.07407 mol) of 4-hydroxyphenyl 3-nitrophenyl methanone and 12.3 g (0.0992 mol) of dimethylthiocarbamoyl chloride, 20.5 g (yield: 84%) of O-4-(3-nitrobenzoyl)phenyl dimethylthiocarbamate are obtained. The reactants are CNCC(=O)O[C@@H](CN1N(C(C(=C1C)C(NC1=CC(=C(C=C1)OC1=CC=NC2=CC(=CC=C12)OC)F)=O)=O)C1=CC=CC=C1)C ((R)-1-(4-(4-(7-methoxyquinolin-4-yloxy)-3-fluorophenyl-carbamoyl)-2,3-dihydro-5-methyl-3-oxo-2-phenylpyrazol-1-yl)propan-2-yl 2-(methyl-amino)acetate), C(\C=C\C(=O)O)(=O)O (fumaric acid), solid. Product: C(\C=C\C(=O)O)(=O)O.CNCC(=O)O[C@@H](CN1N(C(C(=C1C)C(NC1=CC(=C(C=C1)OC1=CC=NC2=CC(=CC=C12)OC)F)=O)=O)C1=CC=CC=C1)C ((R)-1-(4-(3-fluoro-4-(7-methoxyquinolin-4-yloxy)phenylcarbamoyl)-5-methyl-3-oxo-2-phenyl-2,3-dihydropyrazol-1-yl)propan-2-yl 2-(methylamino)acetate fumarate). RXN SMILES: [CH3:1][NH:2][CH2:3][C:4]([O:6][C@H:7]([CH3:45])[CH2:8][N:9]1[C:13]([CH3:14])=[C:12]([C:15](=[O:37])[NH:16][C:17]2[CH:22]=[CH:21][C:20]([O:23][C:24]3[C:33]4[C:28](=[CH:29][C:30]([O:34][CH3:35])=[CH:31][CH:32]=4)[N:27]=[CH:26][CH:25]=3)=[C:19]([F:36])[CH:18]=2)[C:11](=[O:38])[N:10]1[C:39]1[CH:44]=[CH:43][CH:42]=[CH:41][CH:40]=1)=[O:5].[C:46]([OH:53])(=[O:52])/[CH:47]=[CH:48]/[C:49]([OH:51])=[O:50]>>[C:46]([OH:53])(=[O:52])/[CH:47]=[CH:48]/[C:49]([OH:51])=[O:50].[CH3:1][NH:2][CH2:3][C:4]([O:6][C@H:7]([CH3:45])[CH2:8][N:9]1[C:13]([CH3:14])=[C:12]([C:15](=[O:37])[NH:16][C:17]2[CH:22]=[CH:21][C:20]([O:23][C:24]3[C:33]4[C:28](=[CH:29][C:30]([O:34][CH3:35])=[CH:31][CH:32]=4)[N:27]=[CH:26][CH:25]=3)=[C:19]([F:36])[CH:18]=2)[C:11](=[O:38])[N:10]1[C:39]1[CH:40]=[CH:41][CH:42]=[CH:43][CH:44]=1)=[O:5] |f:2.3|. Procedure: The title compound was prepared according to the procedure described in Example 39 step 3 by using (R)-1-(4-(4-(7-methoxyquinolin-4-yloxy)-3-fluorophenyl-carbamoyl)-2,3-dihydro-5-methyl-3-oxo-2-phenylpyrazol-1-yl)propan-2-yl 2-(methyl-amino)acetate (82.3 mg, 0.134 mmol) and fumaric acid (31.1 mg, 0.268 mmol, Shantou Xilong Chemical Factory). The title compound was abtained as a yellow solid (76.3 mg, 67%).